Dataset: the Open Reaction Database (ORD), a public repository of structured organic reaction records. Task: describe an organic reaction: reactants, conditions, products, and yield The reactants are C(C)OC(=O)C1(CC2=CC=CC=C2C1)NC(C1=C(C(=CC=C1)C)OCC1CC1)=O (2-(2-Cyclopropylmethoxy-3-methyl-benzoylamino)-indan-2-carboxylic acid ethyl ester), [OH-].[K+] (KOH), O (water). Run in CCO (EtOH). Conditions: time 8 hour. The product is C1(CC1)COC1=C(C(=O)NC2(CC3=CC=CC=C3C2)C(=O)O)C=CC=C1C (2-(2-Cyclopropylmethoxy-3-methyl-benzoylamino)-indan-2-carboxylic acid). Yield: 100.0%. Reaction SMILES: C([O:3][C:4]([C:6]1([NH:15][C:16](=[O:29])[C:17]2[CH:22]=[CH:21][CH:20]=[C:19]([CH3:23])[C:18]=2[O:24][CH2:25][CH:26]2[CH2:28][CH2:27]2)[CH2:14][C:13]2[C:8](=[CH:9][CH:10]=[CH:11][CH:12]=2)[CH2:7]1)=[O:5])C.[OH-].[K+].O>CCO>[CH:26]1([CH2:25][O:24][C:18]2[C:19]([CH3:23])=[CH:20][CH:21]=[CH:22][C:17]=2[C:16]([NH:15][C:6]2([C:4]([OH:5])=[O:3])[CH2:7][C:8]3[C:13](=[CH:12][CH:11]=[CH:10][CH:9]=3)[CH2:14]2)=[O:29])[CH2:27][CH2:28]1 |f:1.2|. Reported procedure: The mixture of 2-(2-cyclopropylmethoxy-3-methyl-benzoylamino)-indan-2-carboxylic acid ethyl ester (10) (240 mg, 0.61 mmol) and KOH (500 mg, 8.93 mmol) is dissolved in EtOH (6 mL) and water (1 mL) under a water bath. The water bath is removed when KOH is completely dissolved and the resulting reaction solution is stirred at RT for 8 h. After concentration in vacuo, the residue is dissolved in water (20 mL) and acidified with conc. HCl until no more white precipitate came out of the water. The pre...